This data is from the Open Reaction Database (ORD), a public repository of structured organic reaction records. The task is: describe an organic reaction: reactants, conditions, products, and yield Run at time 30 minute. Run in C(C)#N (acetonitrile). Reaction SMILES: [Br:1][CH2:2][CH2:3][CH:4]1[O:10][C:9]([C:15]#[C:16][CH:17]2[CH2:19][CH2:18]2)([C:11]([F:14])([F:13])[F:12])[C:8]2[CH:20]=[C:21]([Cl:24])[CH:22]=[CH:23][C:7]=2[N:6](CC2C=CC(OC)=CC=2)[C:5]1=[O:34].O>C(#N)C>[Br:1][CH2:2][CH2:3][C@@H:4]1[O:10][C@:9]([C:15]#[C:16][CH:17]2[CH2:18][CH2:19]2)([C:11]([F:13])([F:14])[F:12])[C:8]2[CH:20]=[C:21]([Cl:24])[CH:22]=[CH:23][C:7]=2[NH:6][C:5]1=[O:34]. Procedure: To a room temperature solution of 1.13 g of 3-(2-bromoethyl)-7-chloro-5-cyclopropylethynyl-1,5-dihydro-1-(4-methoxybenzyl)-5-(trifluoromethyl)-4,1-benzoxazepin-2(3H)-one in 50 mL of acetonitrile was added 25 mL of water and 5.7 g of ceric ammonium nitrate. After 30 min, the reaction mixture was partitioned between water and ether, and the organic layer was washed with aqueous bicarbonate and brine, dried and evaporated. This produced two diastereomeric products which were separated by column chr... Product: BrCC[C@H]1C(NC2=C([C@](O1)(C(F)(F)F)C#CC1CC1)C=C(C=C2)Cl)=O (rel-(3S,5S)-3-(2-Bromoethyl)-7-chloro-5-cyclopropylethynyl-1,5-dihydro-5-(trifluoromethyl)-4,1-benzoxazepin-2(3H)-one). Starting materials: BrCCC1C(N(C2=C(C(O1)(C(F)(F)F)C#CC1CC1)C=C(C=C2)Cl)CC2=CC=C(C=C2)OC)=O (3-(2-bromoethyl)-7-chloro-5-cyclopropylethynyl-1,5-dihydro-1-(4-methoxybenzyl)-5-(trifluoromethyl)-4,1-benzoxazepin-2(3H)-one), O (water), ceric ammonium nitrate. Starting materials: N1C(CCC1=O)=O (pyrrolidine-2,5-dione), C(CC)C1=C(C=CC=2C(=NOC21)C(F)(F)F)OCCCBr (7-propyl-3-(trifluoromethyl)-6-(3-bromopropyloxy)-1,2-benzisoxazole). Product: C(CC)C1=C(C=CC=2C(=NOC21)C(F)(F)F)OCCCN2C(CCC2=O)=O (1-(3-{[7-propyl-3-(trifluoromethyl)-1,2-benzisoxazol-6-yl]oxy}propyl)pyrrolidine-2,5-dione). As a reaction SMILES: [NH:1]1[C:5](=[O:6])[CH2:4][CH2:3][C:2]1=[O:7].[CH2:8]([C:11]1[C:19]2[O:18][N:17]=[C:16]([C:20]([F:23])([F:22])[F:21])[C:15]=2[CH:14]=[CH:13][C:12]=1[O:24][CH2:25][CH2:26][CH2:27]Br)[CH2:9][CH3:10]>>[CH2:8]([C:11]1[C:19]2[O:18][N:17]=[C:16]([C:20]([F:21])([F:23])[F:22])[C:15]=2[CH:14]=[CH:13][C:12]=1[O:24][CH2:25][CH2:26][CH2:27][N:1]1[C:5](=[O:6])[CH2:4][CH2:3][C:2]1=[O:7])[CH2:9][CH3:10]. Procedure details: 1-(3-{[7-propyl-3-(trifluoromethyl)-1,2-benzisoxazol-6-yl]oxy}propyl)-pyrrolidine-2,5-dione was prepared as for Example 10 from pyrrolidine-2,5-dione and the bromide from Example 7. After aqueous work-up and silica gel chromatography, the title compound was obtained. Reactants: OC=1C=C(C#N)C=CC1 (3-hydroxybenzonitrile), C(C)CC(C(=O)[O-])(C)Br (ethyl-bromoisobutyrate), C(C)#N (acetonitrile), C([O-])([O-])=O.[K+].[K+] (potassium carbonate). Reaction conditions: temperature 80 celsius, time 16 hour. The product is C(C)OC(C(C)(C)OC1=CC(=CC=C1)C#N)=O (2-(3-Cyano-phenoxy)-2-methyl-propionic acid ethyl ester). RXN SMILES: [OH:1][C:2]1[CH:3]=[C:4]([CH:7]=[CH:8][CH:9]=1)[C:5]#[N:6].C([CH2:12][C:13](Br)([CH3:17])[C:14]([O-:16])=[O:15])C.C(=O)([O-])[O-].[K+].[K+].[C:25](#N)[CH3:26]>>[CH2:25]([O:16][C:14](=[O:15])[C:13]([O:1][C:2]1[CH:9]=[CH:8][CH:7]=[C:4]([C:5]#[N:6])[CH:3]=1)([CH3:12])[CH3:17])[CH3:26] |f:2.3.4|. Procedure: 5.0 g (42.0 mmol) of 3-hydroxybenzonitrile and 16.25 ml=21.29 g (109 mmol) of ethyl-bromoisobutyrate were dissolved in 70 ml acetonitrile; then, 17.40 g (126 mmol) of potassium carbonate were added and the reaction mixture stirred for 16 hours at 80° C. (reflux). It was then cooled down to ambient temperature and the solvent was evaporated. The residue was partitioned between water and ether and extracted twice with ether; the organic phases were washed with water, dried (MgSO4) and evaporated. ... Reaction SMILES: [F:1][CH:2]1[CH2:5][N:4]([C:6]2[N:11]=[CH:10][N:9]=[C:8]3[N:12]([CH3:16])[N:13]=[C:14](I)[C:7]=23)[CH2:3]1.[CH3:17][N:18]1[CH:22]=[C:21](B2OC(C)(C)C(C)(C)O2)[CH:20]=[N:19]1.C1(P(C2CCCCC2)C2CCCCC2)CCCCC1.P([O-])([O-])([O-])=O.[K+].[K+].[K+]>O1CCOCC1.O.C1C=CC(/C=C/C(/C=C/C2C=CC=CC=2)=O)=CC=1.C1C=CC(/C=C/C(/C=C/C2C=CC=CC=2)=O)=CC=1.C1C=CC(/C=C/C(/C=C/C2C=CC=CC=2)=O)=CC=1.[Pd].[Pd]>[F:1][CH:2]1[CH2:5][N:4]([C:6]2[N:11]=[CH:10][N:9]=[C:8]3[N:12]([CH3:16])[N:13]=[C:14]([C:21]4[CH:20]=[N:19][N:18]([CH3:17])[CH:22]=4)[C:7]=23)[CH2:3]1 |f:3.4.5.6,9.10.11.12.13|. Product: FC1CN(C1)C1=C2C(=NC=N1)N(N=C2C=2C=NN(C2)C)C (4-(3-fluoroazetidin-1-yl)-1-methyl-3-(1-methyl-1H-pyrazol-4-yl)-1H-pyrazolo[3,4-d]pyrimidine). Procedure details: 4-(3-Fluoroazetidin-1-yl)-3-iodo-1-methyl-1H-pyrazolo[3,4-d]pyrimidine (C10) (500 mg, 1.50 mmol), 1-methyl-4-(4,4,5,5-tetramethyl-1,3,2-dioxaborolan-2-yl)-1H-pyrazole (910 mg, 2.63 mmol), tris(dibenzylideneacetone)dipalladium(0) (98%, 56 mg, 0.060 mmol), and tricyclohexylphosphine (96%, 35.1 mg, 0.120 mmol) were combined in 1,4-dioxane (10 mL). An aqueous solution of potassium phosphate (97%, 657 mg, 3.00 mmol) in water (5 mL) was added, and the reaction mixture was subjected to microwave irradi... Conditions: time 90 minute. Solvent: O (water), O1CCOCC1 (1,4-dioxane). Starting materials: P(=O)([O-])([O-])[O-].[K+].[K+].[K+] (potassium phosphate), FC1CN(C1)C1=C2C(=NC=N1)N(N=C2I)C (4-(3-Fluoroazetidin-1-yl)-3-iodo-1-methyl-1H-pyrazolo[3,4-d]pyrimidine), CN1N=CC(=C1)B1OC(C(O1)(C)C)(C)C (1-methyl-4-(4,4,5,5-tetramethyl-1,3,2-dioxaborolan-2-yl)-1H-pyrazole), C1(CCCCC1)P(C1CCCCC1)C1CCCCC1 (tricyclohexylphosphine). Reagents/catalysts: C=1C=CC(=CC1)/C=C/C(=O)/C=C/C2=CC=CC=C2.C=1C=CC(=CC1)/C=C/C(=O)/C=C/C2=CC=CC=C2.C=1C=CC(=CC1)/C=C/C(=O)/C=C/C2=CC=CC=C2.[Pd].[Pd] (tris(dibenzylideneacetone)dipalladium(0)). The reactants are ClC1=C(C=CC=C1)N1C=2N(C3=C(C1=O)C=NC(=N3)NC3=CC=C1CCN(CC1=C3)C(=O)OC(C)(C)C)C=CN2 (tert-butyl 7-{[6-(2-chlorophenyl)-5-oxo-5,6-dihydroimidazo[1,2-a]pyrimido[5,4-e]pyrimidin-2-yl]amino}-3,4-dihydroisoquinoline-2(1H)-carboxylate), FC(C(=O)O)(F)F (trifluoroacetic acid). Solvent: C(Cl)Cl (CH2Cl2). The product is ClC1=C(C=CC=C1)N1C=2N(C3=C(C1=O)C=NC(=N3)NC3=CC=C1CCNCC1=C3)C=CN2 (6-(2-chlorophenyl)-2-(1,2,3,4-tetrahydroisoquinolin-7-ylamino)imidazo[1,2-a]pyrimido[5,4-e]pyrimidin-5(6H)-one), FC(C(=O)O)(F)F (trifluoroacetic acid). Reaction SMILES: [Cl:1][C:2]1[CH:7]=[CH:6][CH:5]=[CH:4][C:3]=1[N:8]1[C:13](=[O:14])[C:12]2[CH:15]=[N:16][C:17]([NH:19][C:20]3[CH:29]=[C:28]4[C:23]([CH2:24][CH2:25][N:26](C(OC(C)(C)C)=O)[CH2:27]4)=[CH:22][CH:21]=3)=[N:18][C:11]=2[N:10]2[CH:37]=[CH:38][N:39]=[C:9]12.[F:40][C:41]([F:46])([F:45])[C:42]([OH:44])=[O:43]>C(Cl)Cl>[Cl:1][C:2]1[CH:7]=[CH:6][CH:5]=[CH:4][C:3]=1[N:8]1[C:13](=[O:14])[C:12]2[CH:15]=[N:16][C:17]([NH:19][C:20]3[CH:29]=[C:28]4[C:23]([CH2:24][CH2:25][NH:26][CH2:27]4)=[CH:22][CH:21]=3)=[N:18][C:11]=2[N:10]2[CH:37]=[CH:38][N:39]=[C:9]12.[F:40][C:41]([F:46])([F:45])[C:42]([OH:44])=[O:43]. Reported procedure: A mixture of Example 20 (0.357 g, 0.656 mmol) and trifluoroacetic acid (0.506 mL, 6.56 mmol) in CH2Cl2 (6 mL) was stirred at room temperature for 6 hours. The reaction mixture was concentrated and purified by HPLC as described in Example 1F to provide the title compound as a trifluoroacetic acid salt. 1H NMR (300 MHz, CD3OD) δ ppm 3.14 (t, J=6.35 Hz, 2H), 3.54 (t, J=6.35 Hz, 2H), 4.43 (s, 2H), 7.07 (d, J=1.98 Hz, 1H), 7.31 (d, J=8.33 Hz, 1H), 7.52-7.63 (m, 3H), 7.66-7.72 (m, 2H), 7.76 (s, 1H), 7... Yield: 89.2%. Product: N[C@H](C(=O)N[C@H](C(=O)O)[C@@H](C)N[C@@H](CC=1N=CNC1)C(=O)O)CCCCN ((2S,3R)-2-[[(2S)-2,6-diaminohexanoyl]amino]-3-[[(1S)-1-carboxy-2-(4-imidazolyl)ethyl]amino]butyric acid). Run in C(C)(=O)O (acetic acid). As a reaction SMILES: C(OC([NH:11][CH2:12][CH2:13][CH2:14][CH2:15][C@H:16]([NH:37]C(OC(C)(C)C)=O)[C:17]([NH:19][C@@H:20]([C@H:24]([NH:26][C@H:27]([C:34]([OH:36])=[O:35])[CH2:28][C:29]1[N:30]=[CH:31][NH:32][CH:33]=1)[CH3:25])[C:21]([OH:23])=[O:22])=[O:18])=O)C1C=CC=CC=1.Br>C(O)(=O)C>[NH2:37][C@@H:16]([CH2:15][CH2:14][CH2:13][CH2:12][NH2:11])[C:17]([NH:19][C@@H:20]([C@H:24]([NH:26][C@H:27]([C:34]([OH:36])=[O:35])[CH2:28][C:29]1[N:30]=[CH:31][NH:32][CH:33]=1)[CH3:25])[C:21]([OH:23])=[O:22])=[O:18]. Reported procedure: A solution of (2S,3R)-2-[[(2S)-6-benzyloxycarbonylamino-2-t-butoxycarbonylaminohexanoyl]amino]-3-[[(1S)-1-carboxy-2 (4-imidazolyl)ethyl]amino]butyric acid (720 mg) and 30% hydrogen bromide in acetic acid (20 ml) was sitrred for 3 hours at room temperature and the mixture was poured into ice-water (40 ml). The aqueous solution was washed with ether and subjected to a column of Dowex 50W x 8 (H+, 15 ml). The column was washed with water and the elution was carried out with 2.8% aqueous ammonia. Th... Reactants: C(C1=CC=CC=C1)OC(=O)NCCCC[C@@H](C(=O)N[C@H](C(=O)O)[C@@H](C)N[C@@H](CC=1N=CNC1)C(=O)O)NC(=O)OC(C)(C)C ((2S,3R)-2-[[(2S)-6-benzyloxycarbonylamino-2-t-butoxycarbonylaminohexanoyl]amino]-3-[[(1S)-1-carboxy-2 (4-imidazolyl)ethyl]amino]butyric acid), Br (hydrogen bromide), ice water.